From a dataset of the Open Reaction Database (ORD), a public repository of structured organic reaction records. describe an organic reaction: reactants, conditions, products, and yield The reactants are [H-].[Na+] (sodium hydride), ClC1=C(C=C(C(=C1)F)N1C(N(C(=CC1=O)C(F)(F)F)C)=O)O (2-chloro-4-fluoro-5-(3-methyl-2,6-dioxo-4-trifluoromethyl-1,2,3,6-tetrahydropyrimidin-1-yl)phenol), [I-].[Na+] (sodium iodide), ClC(C(=O)N)SC (2-chloro-2-(methylthio)acetamide). Solvent: O (water), C(OC)COC (dimethoxyethane). Run at time 30 minute. The product is ClC1=C(OC(C(=O)N)SC)C=C(C(=C1)F)N1C(N(C(=CC1=O)C(F)(F)F)C)=O (2-[2-chloro-4-fluoro-5-(3-methyl-2,6-dioxo-4-trifluoromethyl-1,2,3,6-tetrahydropyrimidin-1-yl)phenoxy]-2-(methylthio)acetamide). Yield: 78.2%. Reaction SMILES: [H-].[Na+].[Cl:3][C:4]1[CH:9]=[C:8]([F:10])[C:7]([N:11]2[C:16](=[O:17])[CH:15]=[C:14]([C:18]([F:21])([F:20])[F:19])[N:13]([CH3:22])[C:12]2=[O:23])=[CH:6][C:5]=1[OH:24].[I-].[Na+].Cl[CH:28]([S:32][CH3:33])[C:29]([NH2:31])=[O:30]>O.C(COC)OC>[Cl:3][C:4]1[CH:9]=[C:8]([F:10])[C:7]([N:11]2[C:16](=[O:17])[CH:15]=[C:14]([C:18]([F:20])([F:21])[F:19])[N:13]([CH3:22])[C:12]2=[O:23])=[CH:6][C:5]=1[O:24][CH:28]([S:32][CH3:33])[C:29]([NH2:31])=[O:30] |f:0.1,3.4|. Procedure details: To a mixture of 1.3 g of sodium hydride and 100 ml of dimethoxyethane, 10 g of 2-chloro-4-fluoro-5-(3-methyl-2,6-dioxo-4-trifluoromethyl-1,2,3,6-tetrahydropyrimidin-1-yl)phenol were added at room temperature and stirred for 30 minutes. Then, 2.2 g of sodium iodide and 6.7 g of crude 2-chloro-2-(methylthio)acetamide were added thereto and stirred at room temperature for 3 hours, and water was poured into the reaction mixture. The reaction mixture was extracted with ethyl acetate. The organic laye... The reactants are CC1CCN(CC1)C(=O)Cl (4-Methyl-1-piperidinecarbonyl chloride), OC1=C(C#N)C=C(C=C1)OC1=CC=CC=C1 (2-hydroxy-5-phenoxybenzonitrile). The reagents and catalysts are CN(C1=CC=NC=C1)C (4-dimethylaminopyridine). Run in C1=CC=CC=C1 (benzene). Yields the product C(#N)C1=C(C=CC(=C1)OC1=CC=CC=C1)OC(=O)N1CCC(CC1)C (4-Methyl-1-piperidinecarboxylic Acid 2-Cyano-4-phenoxyphenyl Ester). Yield: 105.2%. RXN SMILES: [CH3:1][CH:2]1[CH2:7][CH2:6][N:5]([C:8](Cl)=[O:9])[CH2:4][CH2:3]1.[OH:11][C:12]1[CH:19]=[CH:18][C:17]([O:20][C:21]2[CH:26]=[CH:25][CH:24]=[CH:23][CH:22]=2)=[CH:16][C:13]=1[C:14]#[N:15]>CN(C)C1C=CN=CC=1.C1C=CC=CC=1>[C:14]([C:13]1[CH:16]=[C:17]([O:20][C:21]2[CH:26]=[CH:25][CH:24]=[CH:23][CH:22]=2)[CH:18]=[CH:19][C:12]=1[O:11][C:8]([N:5]1[CH2:6][CH2:7][CH:2]([CH3:1])[CH2:3][CH2:4]1)=[O:9])#[N:15]. Reported procedure: 4-Methyl-1-piperidinecarbonyl chloride (1.18 ml, 8.01 mmol) was added under a nitrogen atmosphere at room temperature to a solution of 2-hydroxy-5-phenoxybenzonitrile (1.53 g, 7.26 mmol) and 4-dimethylaminopyridine (0.976 g, 7.99 mmol) in 50 ml of benzene and the resulting solution refluxed for 1 hour. The reaction mixture was washed with 1N HCl. The benzene layer was separated, dried (anhydrous MgSO4) and the solvent removed under reduced pressure to give 2.57 g of a white crystalline solid. Re... Reactants: Cl.CC=1N=NN(C1)C1CNCC1 (3-(4-methyl-1,2,3-triazol-1-yl)pyrrolidine hydrochloride), NC1=C2C(C(=CN(C2=C(C(=C1F)F)OC)C1CC1)C(=O)O)=O (5-amino-1-cyclopropyl-6,7-difluoro-8-methoxy-1,4-dihydro-4-oxoquinoline-3-carboxylic acid). Solvent: N1=CC=CC=C1 (pyridine). Run at temperature 120 celsius. Product: NC1=C2C(C(=CN(C2=C(C(=C1F)N1CC(CC1)N1N=NC(=C1)C)OC)C1CC1)C(=O)O)=O (5-Amino-1-cyclopropyl-6-fluoro-8-methoxy-7-[3-(4-methyl -1,2,3-triazol-1-yl)pyrrolidin-1-yl]-1,4-dihydro-4-oxoquinoline-3-carboxylic acid). RXN SMILES: Cl.[CH3:2][C:3]1[N:4]=[N:5][N:6]([CH:8]2[CH2:12][CH2:11][NH:10][CH2:9]2)[CH:7]=1.[NH2:13][C:14]1[C:23]([F:24])=[C:22](F)[C:21]([O:26][CH3:27])=[C:20]2[C:15]=1[C:16](=[O:34])[C:17]([C:31]([OH:33])=[O:32])=[CH:18][N:19]2[CH:28]1[CH2:30][CH2:29]1>N1C=CC=CC=1>[NH2:13][C:14]1[C:23]([F:24])=[C:22]([N:10]2[CH2:11][CH2:12][CH:8]([N:6]3[CH:7]=[C:3]([CH3:2])[N:4]=[N:5]3)[CH2:9]2)[C:21]([O:26][CH3:27])=[C:20]2[C:15]=1[C:16](=[O:34])[C:17]([C:31]([OH:33])=[O:32])=[CH:18][N:19]2[CH:28]1[CH2:30][CH2:29]1 |f:0.1|. Procedure: 3-(4-methyl-1,2,3-triazol-1-yl)pyrrolidine hydrochloride (159 mg, 0.85 mmol) were added to a suspension of 5-amino-1-cyclopropyl-6,7-difluoro-8-methoxy-1,4-dihydro-4-oxoquinoline-3-carboxylic acid (100 mg, 0.34 mmol) in pyridine (5 ml). The reaction mixture was heated at 120° C. for 30 hrs, concentrated and the residue was triturated with water. The separated solid was filtered, washed with water and recrystallized from chloroform-hexane. Yield 52 mg; m.p. 255.6°-256.2 ° C. 1H NMR (TFA) δ: 9.39 ...